Task: describe an organic reaction: reactants, conditions, products, and yield. Dataset: the Open Reaction Database (ORD), a public repository of structured organic reaction records Starting materials: C([C@H](O)[C@@H](O)C(=O)O)(=O)O (L-tartaric acid), C(C1=CC=CC=C1)(=O)O[C@@H](C(=O)O)[C@@H](OC(C1=CC=CC=C1)=O)C(=O)O.C(C)C=1C=CC(=NC1)CCOC1=CC=C(C[C@@H]2C(NC(S2)=O)=O)C=C1 ((5R)-5-{4-[2-(5-ethylpyridin-2-yl)ethoxy]benzyl}-1,3-thiazolidine-2,4-dione (−)-O,O′-dibenzoyl-L-tartrate). Run in C1CCOC1 (THF). Run at time 90 minute. The product is C(=O)(O)[C@H](O)[C@@H](O)C(=O)O.C(C)C=1C=CC(=NC1)CCOC1=CC=C(C[C@@H]2C(NC(S2)=O)=O)C=C1 ((5R)-5-{4-[2-(5-ethylpyridin-2-yl)ethoxy]benzyl}-1,3-thiazolidine-2,4-dione L-tartrate). Reaction SMILES: [C:1]([OH:10])(=[O:9])[C@@H:2]([C@H:4]([C:6]([OH:8])=[O:7])[OH:5])[OH:3].C(O[C@H]([C@H](C(O)=O)OC(=O)C1C=CC=CC=1)C(O)=O)(=O)C1C=CC=CC=1.[CH2:37]([C:39]1[CH:40]=[CH:41][C:42]([CH2:45][CH2:46][O:47][C:48]2[CH:61]=[CH:60][C:51]([CH2:52][C@H:53]3[S:57][C:56](=[O:58])[NH:55][C:54]3=[O:59])=[CH:50][CH:49]=2)=[N:43][CH:44]=1)[CH3:38]>C1COCC1>[C:6]([C@@H:4]([C@H:2]([C:1]([OH:10])=[O:9])[OH:3])[OH:5])([OH:8])=[O:7].[CH2:37]([C:39]1[CH:40]=[CH:41][C:42]([CH2:45][CH2:46][O:47][C:48]2[CH:61]=[CH:60][C:51]([CH2:52][C@H:53]3[S:57][C:56](=[O:58])[NH:55][C:54]3=[O:59])=[CH:50][CH:49]=2)=[N:43][CH:44]=1)[CH3:38] |f:1.2,4.5|. Reported procedure: To a solution of L-tartaric acid (2.52 g) in THF (12 mL) at 35° C. was added (5R)-5-{4-[2-(5-ethylpyridin-2-yl)ethoxy]benzyl}-1,3-thiazolidine-2,4-dione (−)-O,O′-dibenzoyl-L-tartrate (2.0 g, d.e.>99%) to give a suspension which was allowed to cool to ambient temperature. After 90 min, the solid was collected by filtration, washed with 15 mL of THF at 0° C. and dried under vacuum to give (5R)-5-{4-[2-(5-ethylpyridin-2-yl)ethoxy]benzyl}-1,3-thiazolidine-2,4-dione L-tartrate which contained 0.5 eq ... Reactants: CCC(O)(CC)c1ccc(Br)c(C)c1, Cc1cccc(C)c1O, O=C(O)C(F)(F)F. Product: CCC(CC)(c1ccc(Br)c(C)c1)c1cc(C)c(O)c(C)c1. Reaction SMILES: [Br:10][c:11]1[c:12]([CH3:23])[cH:13][c:14]([C:17]([CH2:18][CH3:19])([CH2:20][CH3:21])[OH:22])[cH:15][cH:16]1.[CH3:1][c:2]1[c:3]([OH:9])[c:4]([CH3:8])[cH:5][cH:6][cH:7]1.[OH:24][C:25]([C:26]([F:27])([F:28])[F:29])=[O:30]>>[CH3:1][c:2]1[c:3]([OH:9])[c:4]([CH3:8])[cH:5][c:6]([C:17]([c:14]2[cH:13][c:12]([CH3:23])[c:11]([Br:10])[cH:16][cH:15]2)([CH2:18][CH3:19])[CH2:20][CH3:21])[cH:7]1.